describe an organic reaction: reactants, conditions, products, and yield From a dataset of the Open Reaction Database (ORD), a public repository of structured organic reaction records. The reactants are solution, C(C)N(C(C)C)C(C)C (Ethyl diisopropyl amine), C(C)(C)(C)OC(=O)N1CC(C(CC1)C)CC#CC=1N=C2C(=NC1)N(C=C2)COCC[Si](C)(C)C ((+/−)-4-methyl-3-{3-[5-(2-trimethylsilanyl-ethoxymethyl)-5H-pyrrolo[2,3-b]pyrazin-2-yl]-prop-2-ynyl}-piperidine-1-carboxylic acid tert-butyl ester), C(C)S(=O)(=O)Cl (Ethane sulfonyl chloride), crude material. Solvent: C(Cl)Cl (methylene chloride), O1CCOCC1 (dioxane), C(Cl)Cl (methylene chloride), C(Cl)Cl (methylene chloride). Reaction conditions: temperature 0 celsius, time 45 minute. Yields the product C(C)S(=O)(=O)N1CC(C(CC1)C)CC#CC=1N=C2C(=NC1)N(C=C2)COCC[Si](C)(C)C ((+/−)-2-[3-(1-ethanesulfonyl-4-methyl-piperidin-3-yl)-prop-1-ynyl]-5-(2-trimethylsilanyl-ethoxymethyl)-5H-pyrrolo[2,3-b]pyrazine). Yield: 79.7%. RXN SMILES: C(OC([N:8]1[CH2:13][CH2:12][CH:11]([CH3:14])[CH:10]([CH2:15][C:16]#[C:17][C:18]2[N:19]=[C:20]3[CH:26]=[CH:25][N:24]([CH2:27][O:28][CH2:29][CH2:30][Si:31]([CH3:34])([CH3:33])[CH3:32])[C:21]3=[N:22][CH:23]=2)[CH2:9]1)=O)(C)(C)C.C(N(C(C)C)C(C)C)C.[CH2:44]([S:46](Cl)(=[O:48])=[O:47])[CH3:45]>C(Cl)Cl.O1CCOCC1>[CH2:44]([S:46]([N:8]1[CH2:13][CH2:12][CH:11]([CH3:14])[CH:10]([CH2:15][C:16]#[C:17][C:18]2[N:19]=[C:20]3[CH:26]=[CH:25][N:24]([CH2:27][O:28][CH2:29][CH2:30][Si:31]([CH3:34])([CH3:32])[CH3:33])[C:21]3=[N:22][CH:23]=2)[CH2:9]1)(=[O:48])=[O:47])[CH3:45]. Procedure details: To a flask containing a solution of (+/−)-4-methyl-3-{3-[5-(2-trimethylsilanyl-ethoxymethyl)-5H-pyrrolo[2,3-b]pyrazin-2-yl]-prop-2-ynyl}-piperidine-1-carboxylic acid tert-butyl ester (505 mg, 1.04 mmol) in methylene chloride (4 mL) was added a 25% solution of anhydrous HC1 in dioxane (3 mL). The mixture was lightly capped and stirred for 45 minutes. The solvent was stripped on the rotovap and the remainder was taken up in methylene chloride (15 mL) and stripped. This was repeated one more time t...